From a dataset of the Open Reaction Database (ORD), a public repository of structured organic reaction records. describe an organic reaction: reactants, conditions, products, and yield Reactants: COc1ccc(C(c2ccc(OC)cc2)N(CCN)CCCOc2ccc(Cl)cc2Cc2ccccc2)cc1, O=S(=O)(Cl)c1cccc2c(Cl)nccc12, ClCCl. Product: COc1ccc(C(c2ccc(OC)cc2)N(CCCOc2ccc(Cl)cc2Cc2ccccc2)CCNS(=O)(=O)c2cccc3c(Cl)nccc23)cc1. As a reaction SMILES: [CH2:16]([c:17]1[cH:18][cH:19][cH:20][cH:21][cH:22]1)[c:23]1[c:24]([O:25][CH2:26][CH2:27][CH2:28][N:29]([CH2:30][CH2:31][NH2:32])[CH:33]([c:34]2[cH:35][cH:36][c:37]([O:40][CH3:41])[cH:38][cH:39]2)[c:42]2[cH:43][cH:44][c:45]([O:48][CH3:49])[cH:46][cH:47]2)[cH:50][cH:51][c:52]([Cl:54])[cH:53]1.[Cl:1][c:2]1[n:3][cH:4][cH:5][c:6]2[c:7]([S:12](=[O:13])(=[O:14])[Cl:15])[cH:8][cH:9][cH:10][c:11]12.[Cl:55][CH2:56][Cl:57]>>[Cl:1][c:2]1[n:3][cH:4][cH:5][c:6]2[c:7]([S:12](=[O:13])(=[O:14])[NH:32][CH2:31][CH2:30][N:29]([CH2:28][CH2:27][CH2:26][O:25][c:24]3[c:23]([CH2:16][c:17]4[cH:18][cH:19][cH:20][cH:21][cH:22]4)[cH:53][c:52]([Cl:54])[cH:51][cH:50]3)[CH:33]([c:34]3[cH:35][cH:36][c:37]([O:40][CH3:41])[cH:38][cH:39]3)[c:42]3[cH:43][cH:44][c:45]([O:48][CH3:49])[cH:46][cH:47]3)[cH:8][cH:9][cH:10][c:11]12. Reactants: C(=O)=O (Carbon dioxide), CN(CCO)CCO (N-methyldiethanolamine), O (water), C(=O)=O (CO2). Product: C(O)(O)=O.CN(CCO)CCO (N-methyldiethanolamine carbonic acid salt). Reaction SMILES: [C:1](=[O:3])=[O:2].[CH3:4][N:5]([CH2:9][CH2:10][OH:11])[CH2:6][CH2:7][OH:8].O>>[C:1](=[O:8])([OH:3])[OH:2].[CH3:4][N:5]([CH2:9][CH2:10][OH:11])[CH2:6][CH2:7][OH:8] |f:3.4|. Reported procedure: Carbon dioxide was introduced into a mixture of 305.5 g of N-methyldiethanolamine (2.28 mol) and 47 g of water (1.68 mol) while the mixture was cooled with ice. 33.7 g of CO2 (0.74 mol) had been absorbed at this temperature after 3 days. The product is O=C(O)Cc1ccn(-c2ccc(F)cc2)c1. RXN SMILES: [CH2:21]1[O:22][CH2:23][CH2:24][CH2:25]1.[CH3:1][O:2][C:3]([CH2:4][c:5]1[cH:6][n:7](-[c:10]2[cH:11][cH:12][c:13]([F:16])[cH:14][cH:15]2)[cH:8][cH:9]1)=[O:17].[ClH:20].[Li+:19].[OH-:18]>>[O:2]=[C:3]([CH2:4][c:5]1[cH:6][n:7](-[c:10]2[cH:11][cH:12][c:13]([F:16])[cH:14][cH:15]2)[cH:8][cH:9]1)[OH:17]. Starting materials: C1CCOC1, COC(=O)Cc1ccn(-c2ccc(F)cc2)c1, Cl, [Li+], [OH-]. The reactants are CCOC(=O)C=C1CCC2(CC1)OCCO2, CCOC(C)=O. The product is CCOC(=O)CC1CCC2(CC1)OCCO2. As a reaction SMILES: [CH2:1]([CH3:2])[O:3][C:4]([CH:5]=[C:6]1[CH2:7][CH2:8][C:9]2([O:10][CH2:11][CH2:12][O:13]2)[CH2:14][CH2:15]1)=[O:16].[CH3:17][CH2:18][O:19][C:20](=[O:21])[CH3:22]>>[CH2:1]([CH3:2])[O:3][C:4]([CH2:5][CH:6]1[CH2:7][CH2:8][C:9]2([O:10][CH2:11][CH2:12][O:13]2)[CH2:14][CH2:15]1)=[O:16].